This data is from the Open Reaction Database (ORD), a public repository of structured organic reaction records. The task is: describe an organic reaction: reactants, conditions, products, and yield Yields the product O=C1Cc2cc(NCCC3CC3C3CCN(c4ncc(Cl)cn4)CC3)cc(F)c2N1. RXN SMILES: [CH3:13][C:14](=[O:15])[OH:16].[CH3:36][CH2:37][O:38][C:39]([CH3:40])=[O:41].[Cl:17][c:18]1[cH:19][n:20][c:21]([N:24]2[CH2:25][CH2:26][CH:27]([CH:30]3[CH:31]([CH2:33][CH:34]=[O:35])[CH2:32]3)[CH2:28][CH2:29]2)[n:22][cH:23]1.[NH2:1][c:2]1[cH:3][c:4]2[c:8]([c:9]([F:11])[cH:10]1)[NH:7][C:6](=[O:12])[CH2:5]2>>[NH:1]([c:2]1[cH:3][c:4]2[c:8]([c:9]([F:11])[cH:10]1)[NH:7][C:6](=[O:12])[CH2:5]2)[CH2:34][CH2:33][CH:31]1[CH:30]([CH:27]2[CH2:26][CH2:25][N:24]([c:21]3[n:20][cH:19][c:18]([Cl:17])[cH:23][n:22]3)[CH2:29][CH2:28]2)[CH2:32]1. Reactants: CC(=O)O, CCOC(C)=O, O=CCC1CC1C1CCN(c2ncc(Cl)cn2)CC1, Nc1cc(F)c2c(c1)CC(=O)N2. Starting materials: C(C1=CC=CC=C1)=O (benzaldehyde), Cl.NC1CCC2=CC3=C(OCC3)C=C2C1 (7-Amino-2,3,5,6,7,8-hexahydronaphtho[2,3-b]furan hydrochloride). Run in C(C)O (ethanol). Product: C(C1=CC=CC=C1)N=C1CCC2=CC3=C(OCC3)C=C2C1 (7-(N-Benzylimino)-2,3,5,6,7,8-hexahydronaphtho[2,3-b]furan). Reaction SMILES: Cl.[NH2:2][CH:3]1[CH2:15][C:14]2[C:6](=[CH:7][C:8]3[CH2:12][CH2:11][O:10][C:9]=3[CH:13]=2)[CH2:5][CH2:4]1.[CH:16](=O)[C:17]1[CH:22]=[CH:21][CH:20]=[CH:19][CH:18]=1>C(O)C>[CH2:16]([N:2]=[C:3]1[CH2:15][C:14]2[C:6](=[CH:7][C:8]3[CH2:12][CH2:11][O:10][C:9]=3[CH:13]=2)[CH2:5][CH2:4]1)[C:17]1[CH:22]=[CH:21][CH:20]=[CH:19][CH:18]=1 |f:0.1|. Procedure details: 10 g of the compound of Example 2 are brought to reflux in 200 ml of ethanol in the presence of 2.8 g of benzaldehyde. A sample is removed, concentrated and recrystallized in ethanol. Reagents/catalysts: [Pd] (Pd/C). Procedure: Combine {2-[4-(4-nitro-phenoxy)-phenyl]-ethyl}-carbamic acid tert-butyl ester (1.3 g), 5% Pd/C (100 mg), and methanol (50 mL) then hydrogenated at 40 PSIG at room temperature for 2 hours. Filter off catalyst then concentrate on a rotary evaporator to yield {2-[4-(4-Amino-phenoxy)-phenyl]-ethyl}-carbamic acid tert-butyl ester (1.2 g): 1H NMR (CDCl3, 300.00 MHz): 7.12 (d, 2H, J=8.4 Hz), 6.89 (d, 4H, J=8.8 Hz), 6.72 (d, 2H, J=8.8 Hz), 4.61 (s, 1H), 3.42-3.32 (m, 2H), 2.77 (t, 2H, J=7.0 Hz), 1.46 (s... Isolated yield 100.7%. The reactants are C(C)(C)(C)OC(NCCC1=CC=C(C=C1)OC1=CC=C(C=C1)[N+](=O)[O-])=O ({2-[4-(4-nitro-phenoxy)-phenyl]-ethyl}-carbamic acid tert-butyl ester). The solvent is CO (methanol). The product is C(C)(C)(C)OC(NCCC1=CC=C(C=C1)OC1=CC=C(C=C1)N)=O ({2-[4-(4-Amino-phenoxy)-phenyl]-ethyl}-carbamic acid tert-butyl ester). As a reaction SMILES: [C:1]([O:5][C:6](=[O:26])[NH:7][CH2:8][CH2:9][C:10]1[CH:15]=[CH:14][C:13]([O:16][C:17]2[CH:22]=[CH:21][C:20]([N+:23]([O-])=O)=[CH:19][CH:18]=2)=[CH:12][CH:11]=1)([CH3:4])([CH3:3])[CH3:2]>[Pd].CO>[C:1]([O:5][C:6](=[O:26])[NH:7][CH2:8][CH2:9][C:10]1[CH:15]=[CH:14][C:13]([O:16][C:17]2[CH:18]=[CH:19][C:20]([NH2:23])=[CH:21][CH:22]=2)=[CH:12][CH:11]=1)([CH3:4])([CH3:2])[CH3:3]. Starting materials: [H-].[Na+] (NaH), CI (methyl iodide), C(C(C)(C)C)(=O)OC[C@@H](C[C@@H]([C@H]([C@H](C[C@H](CO[Si](C)(C)C(C)(C)C)C)OC)OCC1=CC=CC=C1)O)C ((2R,4S,5R,6S,8R)-1-Pivaloyloxy-2,8-Dimethyl-4-hydroxyl-5-benzyloxy-6-methoxy-9-t-butyldimethylsilyloxynonane). Solvent: O1CCCC1 (tetrahydrofuran). Reaction conditions: temperature 25 celsius, time 24 hour. Product: C(C(C)(C)C)(=O)OC[C@@H](C[C@@H]([C@H]([C@H](C[C@H](CO[Si](C)(C)C(C)(C)C)C)OC)OCC1=CC=CC=C1)OC)C ((2R,4S,5R,6S,8R)-1-Pivaloyloxy-2,8,dimethyl-4,6-dimethoxy-5-benzyloxy-9-t-butyldimethylsilyloxynonane). Yield: 99.0%. RXN SMILES: [C:1]([O:7][CH2:8][C@H:9]([CH3:37])[CH2:10][C@H:11]([OH:36])[C@@H:12]([O:28][CH2:29][C:30]1[CH:35]=[CH:34][CH:33]=[CH:32][CH:31]=1)[C@@H:13]([O:26][CH3:27])[CH2:14][C@@H:15]([CH3:25])[CH2:16][O:17][Si:18]([C:21]([CH3:24])([CH3:23])[CH3:22])([CH3:20])[CH3:19])(=[O:6])[C:2]([CH3:5])([CH3:4])[CH3:3].[H-].[Na+].[CH3:40]I>O1CCCC1>[C:1]([O:7][CH2:8][C@H:9]([CH3:37])[CH2:10][C@H:11]([O:36][CH3:40])[C@@H:12]([O:28][CH2:29][C:30]1[CH:35]=[CH:34][CH:33]=[CH:32][CH:31]=1)[C@@H:13]([O:26][CH3:27])[CH2:14][C@@H:15]([CH3:25])[CH2:16][O:17][Si:18]([C:21]([CH3:24])([CH3:22])[CH3:23])([CH3:19])[CH3:20])(=[O:6])[C:2]([CH3:3])([CH3:4])[CH3:5] |f:1.2|. Procedure: Pivaloate 22 (3.52 g, 6.50 mmol) was dissolved in 50 ml of tetrahydrofuran at 25° C. and 523 mg of NaH (60% dispersion in mineral oil) and 4.0ml of anhydrous methyl iodide (10 equiv) were added successively. The solution was stirred at 25° C. for 24 hr. The mixture was partitioned between 150 ml of diethyl ether and 50 ml of water. The aqueous phase was extracted with an additional 2×100 ml of ether. The organic phases were combined, washed with 100 ml of saturated sodium chloride solution and d...